From a dataset of the Open Reaction Database (ORD), a public repository of structured organic reaction records. describe an organic reaction: reactants, conditions, products, and yield Reactants: C1COCCO1, CC(C)(O)C1CCN(Cc2ccc3nc(Cl)nc(N4CCOCC4)c3n2)CC1, FC(F)(F)Cc1nc2ccccc2[nH]1, [K+], [K+], [K+], O=C(C=Cc1ccccc1)C=Cc1ccccc1, O=C(C=Cc1ccccc1)C=Cc1ccccc1, O=C(C=Cc1ccccc1)C=Cc1ccccc1, O, O=P([O-])([O-])[O-], [Pd], [Pd]. The product is CC(C)(O)C1CCN(Cc2ccc3nc(-n4c(CC(F)(F)F)nc5ccccc54)nc(N4CCOCC4)c3n2)CC1. RXN SMILES: [CH2:51]1[O:52][CH2:53][CH2:54][O:55][CH2:56]1.[Cl:1][c:2]1[n:3][c:4]([N:23]2[CH2:24][CH2:25][O:26][CH2:27][CH2:28]2)[c:5]2[c:6]([n:7]1)[cH:8][cH:9][c:10]([CH2:12][N:13]1[CH2:14][CH2:15][CH:16]([C:19]([CH3:20])([CH3:21])[OH:22])[CH2:17][CH2:18]1)[n:11]2.[F:29][C:30]([CH2:31][c:32]1[n:33][c:34]2[c:35]([nH:36]1)[cH:37][cH:38][cH:39][cH:40]2)([F:41])[F:42].[K+:48].[K+:49].[K+:50].[O:60]=[C:61]([CH:62]=[CH:63][c:64]1[cH:65][cH:66][cH:67][cH:68][cH:69]1)[CH:70]=[CH:71][c:72]1[cH:73][cH:74][cH:75][cH:76][cH:77]1.[O:78]=[C:79]([CH:80]=[CH:81][c:82]1[cH:83][cH:84][cH:85][cH:86][cH:87]1)[CH:88]=[CH:89][c:90]1[cH:91][cH:92][cH:93][cH:94][cH:95]1.[O:96]=[C:97]([CH:98]=[CH:99][c:100]1[cH:101][cH:102][cH:103][cH:104][cH:105]1)[CH:106]=[CH:107][c:108]1[cH:109][cH:110][cH:111][cH:112][cH:113]1.[OH2:57].[P:43]([O-:44])([O-:45])([O-:46])=[O:47].[Pd:58].[Pd:59]>>[c:2]1(-[n:33]2[c:32]([CH2:31][C:30]([F:29])([F:41])[F:42])[n:36][c:35]3[c:34]2[cH:40][cH:39][cH:38][cH:37]3)[n:3][c:4]([N:23]2[CH2:24][CH2:25][O:26][CH2:27][CH2:28]2)[c:5]2[c:6]([n:7]1)[cH:8][cH:9][c:10]([CH2:12][N:13]1[CH2:14][CH2:15][CH:16]([C:19]([CH3:20])([CH3:21])[OH:22])[CH2:17][CH2:18]1)[n:11]2. The solvent is C1(=CC=CC=C1)C (toluene). Reaction SMILES: [Cl:1][C:2]1[CH:7]=[C:6]([Cl:8])[C:5]([NH:9][C:10]2[C:15]([F:16])=[CH:14][C:13]([F:17])=[CH:12][C:11]=2[Cl:18])=[CH:4][C:3]=1[C:19](=[O:26])[CH2:20][C:21]([O:23][CH2:24][CH3:25])=[O:22].CO[CH:29](OC)[N:30]([CH3:32])[CH3:31]>C1(C)C=CC=CC=1>[Cl:1][C:2]1[CH:7]=[C:6]([Cl:8])[C:5]([NH:9][C:10]2[C:15]([F:16])=[CH:14][C:13]([F:17])=[CH:12][C:11]=2[Cl:18])=[CH:4][C:3]=1[C:19]([C:20](=[CH:29][N:30]([CH3:32])[CH3:31])[C:21]([O:23][CH2:24][CH3:25])=[O:22])=[O:26]. Run at time 7 minute. Procedure: A solution of 3.88 g (crude) of ethyl 3-[2,4-dichloro-5-(2-chloro-4,6-difluorophenylamino)phenyl]-3-oxopropionate and 1.22 g (0.10 mmol) of dimethylformamide dimethyl acetal in 10 ml of toluene were heated to reflux for 1.5 hours. The mixture was cooled to room temperature and concentrated in vacuo. Purification on silica gel (petroleum ether) (45-70° C.)/ethyl acetate, 8 minutes isocratic 35% ethyl acetate, then to 60% ethyl acetate in 7 minutes, flow rate 400 ml/minute) afforded 3.59 g (82% ov... Starting materials: ClC1=C(C=C(C(=C1)Cl)NC1=C(C=C(C=C1F)F)Cl)C(CC(=O)OCC)=O (ethyl 3-[2,4-dichloro-5-(2-chloro-4,6-difluorophenylamino)phenyl]-3-oxopropionate), COC(N(C)C)OC (dimethylformamide dimethyl acetal). Yields the product ClC1=C(C(=O)C(C(=O)OCC)=CN(C)C)C=C(C(=C1)Cl)NC1=C(C=C(C=C1F)F)Cl (Ethyl 2-[2,4-dichloro-5-(2-chloro-4,6-difluorophenylamino)benzoyl]-3-dimethylaminoacrylate). Reactants: NC(C(C)C)C(=O)O (dl-valine), N(=O)[O-].[Na+] (sodium nitrite). The solvent is C(C)(=O)O (acetic acid). Yields the product C(C)(=O)OC(C(=O)O)C(C)C (2-Acetoxy-3-methylbutanoic acid). Yield: 152.3%. As a reaction SMILES: N[CH:2]([C:6]([OH:8])=[O:7])[CH:3]([CH3:5])[CH3:4].N([O-])=O.[Na+]>C(O)(=O)C>[C:6]([O:8][CH:2]([CH:3]([CH3:5])[CH3:4])[C:6]([OH:8])=[O:7])(=[O:7])[CH3:2] |f:1.2|. Reported procedure: Into 300ml of glacial acetic acid there was stirred 11.7g (0.1 moles) of dl-valine. 13.8g of sodium nitrite was added, with stirring, over the duration of 1 hour and the temperature of the reaction medium maintained at room temperature by means of a water bath. After the mixture had been stirred overnight at room temperature, the acetic acid was evaporated off and water (50ml) added. Solvent extraction using diethyl ether then followed. The diethyl ether portion was washed with water, dried over... Starting materials: COC1=CC=C(C=C1)CCNS(=O)(=O)C1=CC=C(C=C1)[N+](=O)[O-] (N-[2-(4-Methoxyphenyl)ethyl]-4-nitrobenzenesulphonamide), C(Cl)(Cl)Cl (Chloroform), [H][H] (hydrogen). The reagents and catalysts are [Pd]=O (palladium oxide). Solvent: C(C)O (ethanol). Yields the product NC1=CC=C(C=C1)S(=O)(=O)NCCC1=CC=C(C=C1)OC (4-Amino-N-[2-(4-methoxyphenyl)ethyl]benzenesulphonamide). Yield: 92.7%. RXN SMILES: [CH3:1][O:2][C:3]1[CH:8]=[CH:7][C:6]([CH2:9][CH2:10][NH:11][S:12]([C:15]2[CH:20]=[CH:19][C:18]([N+:21]([O-])=O)=[CH:17][CH:16]=2)(=[O:14])=[O:13])=[CH:5][CH:4]=1.[H][H].C(Cl)(Cl)Cl>C(O)C.[Pd]=O>[NH2:21][C:18]1[CH:17]=[CH:16][C:15]([S:12]([NH:11][CH2:10][CH2:9][C:6]2[CH:5]=[CH:4][C:3]([O:2][CH3:1])=[CH:8][CH:7]=2)(=[O:13])=[O:14])=[CH:20][CH:19]=1. Reported procedure: A solution of the product of stage (i) (4.5 g) in ethanol (150 ml) was hydrogenated at room temperature and pressure over 10% palladium oxide on charcoal (50% aq. paste, 0.5 g) for 2 h until hydrogen uptake ceased (1000 ml). Chloroform (150 ml) was added, and the mixture stirred until the product dissolved. The catalyst was filtered off, washed with ethanol, and the filtrate evaporated in vacuo to give a solid (3.8 g). A sample (0.2 g) was purified by flash chormatography eluted with chloroform:...